Task: describe an organic reaction: reactants, conditions, products, and yield. Dataset: the Open Reaction Database (ORD), a public repository of structured organic reaction records Reactants: [Br-], [Br-], [Br-], C1CCOC1, C[N+](C)(C)c1ccccc1, C[N+](C)(C)c1ccccc1, C[N+](C)(C)c1ccccc1, CCC(=O)c1cccc2ccsc12. Yields the product CC(Br)C(=O)c1cccc2ccsc12. RXN SMILES: [Br-:1].[Br-:2].[Br-:3].[O:47]1[CH2:48][CH2:49][CH2:50][CH2:51]1.[c:14]1([N+:15]([CH3:16])([CH3:17])[CH3:18])[cH:19][cH:20][cH:21][cH:22][cH:23]1.[c:24]1([N+:25]([CH3:26])([CH3:27])[CH3:28])[cH:29][cH:30][cH:31][cH:32][cH:33]1.[c:4]1([N+:5]([CH3:6])([CH3:7])[CH3:8])[cH:9][cH:10][cH:11][cH:12][cH:13]1.[s:34]1[c:35]2[c:36]([cH:37][cH:38]1)[cH:39][cH:40][cH:41][c:42]2[C:43]([CH2:44][CH3:45])=[O:46]>>[Br:1][CH:44]([C:43]([c:42]1[c:35]2[s:34][cH:38][cH:37][c:36]2[cH:39][cH:40][cH:41]1)=[O:46])[CH3:45].